This data is from the Open Reaction Database (ORD), a public repository of structured organic reaction records. The task is: describe an organic reaction: reactants, conditions, products, and yield The reactants are CNCc1sc2ccccc2c1C, C(=NC1CCCCC1)=NC1CCCCC1, ClCCl, Nc1ccc(C=CC(=O)O)cn1, CN(C)C=O, O, On1nnc2ccccc21. The product is Cc1c(CN(C)C(=O)C=Cc2ccc(N)nc2)sc2ccccc12. Reaction SMILES: [CH3:1][c:2]1[c:3]2[c:4]([s:5][c:6]1[CH2:7][NH:8][CH3:9])[cH:10][cH:11][cH:12][cH:13]2.[CH:37]1([N:38]=[C:39]=[N:40][CH:41]2[CH2:42][CH2:43][CH2:44][CH2:45][CH2:46]2)[CH2:47][CH2:48][CH2:49][CH2:50][CH2:51]1.[Cl:57][CH2:58][Cl:59].[NH2:14][c:15]1[cH:16][cH:17][c:18]([CH:21]=[CH:22][C:23](=[O:24])[OH:25])[cH:19][n:20]1.[O:52]=[CH:53][N:54]([CH3:55])[CH3:56].[OH2:36].[OH:26][n:27]1[c:28]2[c:29]([cH:30][cH:31][cH:32][cH:33]2)[n:34][n:35]1>>[CH3:1][c:2]1[c:3]2[c:4]([s:5][c:6]1[CH2:7][N:8]([CH3:9])[C:23]([CH:22]=[CH:21][c:18]1[cH:17][cH:16][c:15]([NH2:14])[n:20][cH:19]1)=[O:25])[cH:10][cH:11][cH:12][cH:13]2. Starting materials: C1CCNC1, CC#N, O=C(Cl)C(c1ccc(Cl)cc1)c1c(Cl)cc(-n2ncc(=O)[nH]c2=O)cc1Cl. Yields the product O=C(C(c1ccc(Cl)cc1)c1c(Cl)cc(-n2ncc(=O)[nH]c2=O)cc1Cl)N1CCCC1. Reaction SMILES: [CH2:28]1[CH2:29][CH2:30][NH:31][CH2:32]1.[CH3:33][C:34]#[N:35].[Cl:1][c:2]1[c:3]([CH:17]([C:18](=[O:19])[Cl:20])[c:21]2[cH:22][cH:23][c:24]([Cl:27])[cH:25][cH:26]2)[c:4]([Cl:16])[cH:5][c:6](-[n:8]2[n:9][cH:10][c:11](=[O:15])[nH:12][c:13]2=[O:14])[cH:7]1>>[Cl:1][c:2]1[c:3]([CH:17]([C:18](=[O:19])[N:31]2[CH2:30][CH2:29][CH2:28][CH2:32]2)[c:21]2[cH:22][cH:23][c:24]([Cl:27])[cH:25][cH:26]2)[c:4]([Cl:16])[cH:5][c:6](-[n:8]2[n:9][cH:10][c:11](=[O:15])[nH:12][c:13]2=[O:14])[cH:7]1. Starting materials: [H-].[Na+] (sodium hydride), C(O)([O-])=O.[Na+] (sodium hydrogencarbonate), C(C)OP(=O)(OCC)C(C(=O)OC(C)(C)C)C (tert-Butyl 2-(diethylphosphono)propionate), C(C)(C)C=1N=C(SC1)CCC1=CC=2N(C(C(=CN2)C=O)=O)C=C1 (8-(2-(4-isopropyl-1,3-thiazol-2-yl)-ethyl)-4-oxo-4H-pyrido[1,2-a]pyrimidine-3-carbaldehyde). The solvent is C(C)(=O)O (acetic acid), O1CCCC1 (tetrahydrofuran), C(C)(=O)OCC (ethyl acetate). Reaction conditions: time 10 minute. Yields the product C(C)(C)C=1N=C(SC1)CCC1=CC=2N(C(C(=CN2)/C=C(/C(=O)OC(C)(C)C)\C)=O)C=C1 (tert-Butyl (E)-3-{8-[2-(4-isopropyl-1,3-thiazol-2-yl)ethyl]-4-oxo-4H-pyrido[1,2-a]-pyrimidin-3-yl}-2-methyl-2-propenoate). Yield: 93.1%. RXN SMILES: C(OP([CH:9]([CH3:17])[C:10]([O:12][C:13]([CH3:16])([CH3:15])[CH3:14])=[O:11])(OCC)=O)C.[H-].[Na+].[CH:20]([C:23]1[N:24]=[C:25]([CH2:28][CH2:29][C:30]2[CH:42]=[CH:41][N:33]3[C:34](=[O:40])[C:35]([CH:38]=O)=[CH:36][N:37]=[C:32]3[CH:31]=2)[S:26][CH:27]=1)([CH3:22])[CH3:21].C(=O)([O-])O.[Na+]>O1CCCC1.C(OCC)(=O)C.C(O)(=O)C>[CH:20]([C:23]1[N:24]=[C:25]([CH2:28][CH2:29][C:30]2[CH:42]=[CH:41][N:33]3[C:34](=[O:40])[C:35](/[CH:38]=[C:9](\[CH3:17])/[C:10]([O:12][C:13]([CH3:14])([CH3:15])[CH3:16])=[O:11])=[CH:36][N:37]=[C:32]3[CH:31]=2)[S:26][CH:27]=1)([CH3:22])[CH3:21] |f:1.2,4.5|. Procedure: tert-Butyl 2-(diethylphosphono)propionate (70 mg) was dissolved in tetrahydrofuran(5 ml), added with sodium hydride (60% in oil, 40 mg), and stirred for 10 minutes. The reaction mixture was added with 8-(2-(4-isopropyl-1,3-thiazol-2-yl)-ethyl)-4-oxo-4H-pyrido[1,2-a]pyrimidine-3-carbaldehyde (56 mg), stirred for 10 minutes and added with acetic acid (0.2 ml), and then distributed between ethyl acetate and saturated aqueous sodium hydrogencarbonate. The organic layer was concentrated, and the resi...